From a dataset of the Open Reaction Database (ORD), a public repository of structured organic reaction records. describe an organic reaction: reactants, conditions, products, and yield The reactants are S1CCC(C2=CC=CC=C12)=O (Thiochroman-4-one), C(#N)C(=O)OC (methyl cyanoformate), [NH4+].[Cl-] (NH4Cl), [Li+].C[Si](C)(C)[N-][Si](C)(C)C (LHMDS). The solvent is C1CCOC1 (THF), C1CCOC1 (THF), C1CCOC1 (THF). Run at temperature -78 celsius, time 80 minute. Yields the product COC(=O)C1CSC2=CC=CC=C2C1=O (4-oxo-thiochroman-3-carboxylic acid methyl ester). Yield: 47.9%. RXN SMILES: [Li+].C[Si]([N-][Si](C)(C)C)(C)C.[S:11]1[C:20]2[C:15](=[CH:16][CH:17]=[CH:18][CH:19]=2)[C:14](=[O:21])[CH2:13][CH2:12]1.C([C:24]([O:26][CH3:27])=[O:25])#N.[NH4+].[Cl-]>C1COCC1>[CH3:27][O:26][C:24]([CH:13]1[C:14](=[O:21])[C:15]2[C:20](=[CH:19][CH:18]=[CH:17][CH:16]=2)[S:11][CH2:12]1)=[O:25] |f:0.1,4.5|. Reported procedure: LHMDS (1.12 g, 6.7 mmol) dissolved in anhydrous THF (7 ml) was cooled to −78° C. under N2. Thiochroman-4-one (1.00 g, 6.1 mmol) in anhydrous THF (20 ml) was added dropwise under 20 minutes. After an additional 60 minutes methyl cyanoformate (0.62 g, 7.3 mmol) in anhydrous THF (1.5 ml) was added dropwise under 5 minutes and the suspension was then stirred at −78° C. for 80 minutes. The suspension was poured onto 10% NH4Cl and extracted with ether. The organic phase was washed with water, dried (N... The reactants are Cc1ccccc1, [K+], OC1COC2C(O)COC12, [OH-], O, Cc1ccc(S(=O)(=O)Cl)cc1. Yields the product Cc1ccc(S(=O)(=O)OC2COC3C(O)COC23)cc1. Reaction SMILES: [CH3:25][c:26]1[cH:27][cH:28][cH:29][cH:30][cH:31]1.[K+:23].[O:1]1[CH:2]2[CH:3]([CH:4]([OH:6])[CH2:5]1)[O:7][CH2:8][CH:9]2[OH:10].[OH-:22].[OH2:24].[S:11](=[O:12])(=[O:13])([c:14]1[cH:15][cH:16][c:17]([CH3:18])[cH:19][cH:20]1)[Cl:21]>>[O:1]1[CH:2]2[CH:3]([CH:4]([O:6][S:11](=[O:12])(=[O:13])[c:14]3[cH:15][cH:16][c:17]([CH3:18])[cH:19][cH:20]3)[CH2:5]1)[O:7][CH2:8][CH:9]2[OH:10]. The reactants are Cl.NO (hydroxylamine hydrochloride), C(OC)(OC)OC (trimethyl orthoformate), p-aminobenzaldehyde ethylene glycol acetal, [N-]=C=O.C(C)(C)OC(CN)=O (glycine isopropyl ester isocyanate), N1=CC=CC=C1 (pyridine), C1CCOC1 (THF), C1CCOC1 (THF). The solvent is CO (CH3OH). Run at time 2 hour. Product: ON=CC1=CC=C(C=C1)NC(=O)NCC(=O)OC(C)C (N-[4-(hydroxyiminomethyl)phenyl]-N'-isopropoxycarbonylmethylurea). Reaction SMILES: [N-:1]=[C:2]=[O:3].[CH:4]([O:7][C:8](=[O:11])[CH2:9][NH2:10])([CH3:6])[CH3:5].[N:12]1[CH:17]=[CH:16][CH:15]=[CH:14][CH:13]=1.Cl.N[OH:20].C(OC)(OC)OC.[CH2:28]1COC[CH2:29]1>CO>[OH:20][N:12]=[CH:17][C:16]1[CH:29]=[CH:28][C:13]([NH:1][C:2]([NH:10][CH2:9][C:8]([O:7][CH:4]([CH3:6])[CH3:5])=[O:11])=[O:3])=[CH:14][CH:15]=1 |f:0.1,3.4|. Reported procedure: A solution of 0.1 mol of p-aminobenzaldehyde ethylene glycol acetal in 100 mL of anhydrous THF is added dropwise over 10 minutes to a solution of 0.1 mol of glycine isopropyl ester isocyanate and 0.35 mol pyridine in 100 mL THF at room temperature under N2. The reaction mixture is stirred at room temperature for 2 hours. After 2 hours the solvent is removed by rotary evaporator A solution of 0.11 mmol hydroxylamine hydrochloride and 0.1 mol trimethyl orthoformate in CH3OH is added, and the react... The reactants are OC1=CC=C(C=C1)C(=CC1=CC=C(C=C1)O)C (4,4'-bis(hydroxy)-α-methylstilbene), CS(=O)C (DMSO), BrC(C(Br)(F)F)(F)F (1,2-Dibromotetrafluoroethane). Run in C1(=CC=CC=C1)C (toluene). Conditions: temperature 24 celsius. Product: BrC(C(OC1=CC=C(C=C1)C(=CC1=CC=C(C=C1)OC(C(Br)(F)F)(F)F)C)(F)F)(F)F (4,4'-Bis(2-bromotetrafluoroethoxy)-α-methylstilbene). The yield is 42.0%. As a reaction SMILES: [OH:1][C:2]1[CH:7]=[CH:6][C:5]([C:8]([CH3:17])=[CH:9][C:10]2[CH:15]=[CH:14][C:13]([OH:16])=[CH:12][CH:11]=2)=[CH:4][CH:3]=1.CS(C)=O.Br[C:23]([F:29])([F:28])[C:24]([F:27])([F:26])[Br:25]>C1(C)C=CC=CC=1>[Br:25][C:24]([F:27])([F:26])[C:23]([F:29])([F:28])[O:1][C:2]1[CH:3]=[CH:4][C:5]([C:8]([CH3:17])=[CH:9][C:10]2[CH:11]=[CH:12][C:13]([O:16][C:23]([F:29])([F:28])[C:24]([F:27])([F:26])[Br:25])=[CH:14][CH:15]=2)=[CH:6][CH:7]=1. Procedure: 4,4'-bis(hydroxy)-α-methylstilbene (100.0 g, 0.442 mole) is added to a 3 liter, 4 necked round bottomed flask along with DMSO (dimethylsulfoxide) (1150 ml) and toluene (350 ml). The resulting mixture is deoxygenated with nitrogen for 15 minutes, then KOH (58.4 g, 0.884 mole as 85 percent pellets, the remaining 15 percent being water) is added all at once. The mixture is stirred and heated to reflux, and water is removed azeotropically by distillation of the water/toluene azeotrope for a total of... As a reaction SMILES: C([N:8]1[CH2:13][CH2:12][CH:11]([N:14]([CH3:35])[C:15](=[O:34])[CH2:16][O:17][C:18]2[N:23]=[C:22]([CH3:24])[C:21]([NH:25][C:26](=[O:32])[O:27][C:28]([CH3:31])([CH3:30])[CH3:29])=[C:20]([CH3:33])[N:19]=2)[CH2:10][CH2:9]1)C1C=CC=CC=1>CO.[Pd]>[CH3:24][C:22]1[C:21]([NH:25][C:26](=[O:32])[O:27][C:28]([CH3:31])([CH3:29])[CH3:30])=[C:20]([CH3:33])[N:19]=[C:18]([O:17][CH2:16][C:15]([N:14]([CH3:35])[CH:11]2[CH2:10][CH2:9][NH:8][CH2:13][CH2:12]2)=[O:34])[N:23]=1. The product is CC1=NC(=NC(=C1NC(OC(C)(C)C)=O)C)OCC(=O)N(C1CCNCC1)C (tert-butyl 4,6-dimethyl-2-(2-(methyl(piperidine-4-yl)amino)-2-oxoethoxy)pyrimidine-5-ylcarbamate). The reactants are C(C1=CC=CC=C1)N1CCC(CC1)N(C(COC1=NC(=C(C(=N1)C)NC(OC(C)(C)C)=O)C)=O)C (tert-butyl 2-(2-((1-benzylpiperidine-4-yl)(methyl)amino)-2-oxoethoxy)-4,6-dimethylpyrimidine-5-ylcarbamate). Isolated yield 96.3%. Procedure: Pd—C (371 mg) was added to a solution of Compound 30 (3.7 g) in methanol (111 mL) and then, hydrogenation was carried out by stirring the mixture at atmospheric pressure and room temperature overnight. Subsequently, the catalyst was removed by filtration and the filtrate was concentrated under reduced pressure to give 2.9 g (96% yield) of the title compound. The reagents and catalysts are [Pd] (Pd—C). Solvent: CO (methanol). Conditions: time 8 hour. Starting materials: C(#N)CCNC([C@H](C(C)(C)C)NC(=O)N1N=C(C2=C1CCOC2)C2=CC(=C(C=C2)F)F)=O ((S)-N-(1-(2-cyanoethylamino)-3,3-dimethyl-1-oxobutan-2-yl)-3-(3,4-difluorophenyl)-6,7-dihydropyrano[4,3-c]pyrazole-1(4H)-carboxamide), N1(CCNCC1)C1=NC=CC=N1 (2-(piperazin-1-yl)pyrimidine). Yields the product FC=1C=C(C=CC1F)C=1C2=C(N(N1)C(=O)N[C@H](C(N1CCN(CC1)C1=NC=CC=N1)=O)C(C)(C)C)CCOC2 ((S)-3-(3,4-difluorophenyl)-N-(3,3-dimethyl-1-oxo-1-(4-(pyrimidin-2-yl)piperazin-1-yl)butan-2-yl)-6,7-dihydropyrano[4,3-c]pyrazole-1(4H)-carboxamide). Reaction SMILES: C(C[CH2:4][NH:5][C:6](=[O:32])[C@@H:7]([NH:12][C:13]([N:15]1[C:19]2[CH2:20][CH2:21][O:22][CH2:23][C:18]=2[C:17]([C:24]2[CH:29]=[CH:28][C:27]([F:30])=[C:26]([F:31])[CH:25]=2)=[N:16]1)=[O:14])[C:8]([CH3:11])([CH3:10])[CH3:9])#N.[N:33]1([C:39]2[N:44]=[CH:43][CH:42]=[CH:41][N:40]=2)[CH2:38]CN[CH2:35][CH2:34]1>>[F:31][C:26]1[CH:25]=[C:24]([C:17]2[C:18]3[CH2:23][O:22][CH2:21][CH2:20][C:19]=3[N:15]([C:13]([NH:12][C@@H:7]([C:8]([CH3:9])([CH3:10])[CH3:11])[C:6](=[O:32])[N:5]3[CH2:4][CH2:38][N:33]([C:39]4[N:44]=[CH:43][CH:42]=[CH:41][N:40]=4)[CH2:34][CH2:35]3)=[O:14])[N:16]=2)[CH:29]=[CH:28][C:27]=1[F:30]. Procedure details: Compound 107 was prepared by the procedure described for the synthesis of compound 104 by replacing 2-cyanoethylamine with 2-(piperazin-1-yl)pyrimidine. LCMS (+ESI) m/z=540.4 [M+H]+. 1H NMR (CDCl3) δ 8.33 (d, J=4.8 Hz, 2H), 8.00 (d, J=9.6 Hz, 1H), 7.47-7.52 (m, 1H), 7.30-7.33 (m, 1H), 7.19-7.26 (m, 1H), 6.56 (t, J=4.8 Hz, 1H), 4.90 (d, J=9.6 Hz, 1H), 4.82 (s, 2H), 4.00-4.06 (m, 1H), 3.63-3.96 (m, 9H), 3.18 (br, 2H), 1.11 (s, 9H). Starting materials: Cc1ccc(-c2cc(C=O)nn2C(C)(C)C)cc1, NCCN1CCN(c2ccccc2F)CC1. RXN SMILES: [C:17]([CH3:18])([CH3:19])([CH3:20])[n:21]1[n:22][c:23]([CH:33]=[O:34])[cH:24][c:25]1-[c:26]1[cH:27][cH:28][c:29]([CH3:32])[cH:30][cH:31]1.[F:1][c:2]1[c:3]([N:8]2[CH2:9][CH2:10][N:11]([CH2:14][CH2:15][NH2:16])[CH2:12][CH2:13]2)[cH:4][cH:5][cH:6][cH:7]1>>[F:1][c:2]1[c:3]([N:8]2[CH2:9][CH2:10][N:11]([CH2:14][CH2:15][NH:16][CH2:33][c:23]3[n:22][n:21]([C:17]([CH3:18])([CH3:19])[CH3:20])[c:25](-[c:26]4[cH:27][cH:28][c:29]([CH3:32])[cH:30][cH:31]4)[cH:24]3)[CH2:12][CH2:13]2)[cH:4][cH:5][cH:6][cH:7]1. Yields the product Cc1ccc(-c2cc(CNCCN3CCN(c4ccccc4F)CC3)nn2C(C)(C)C)cc1. Starting materials: CC(C)(C)CC(NC(=O)OC(C)(C)C)C(=O)O, ClCCCl, CN1CCOCC1, COC(=O)C(N)Cc1cccnc1, ClCCl, On1nnc2ccccc21. Yields the product COC(=O)C(Cc1cccnc1)NC(=O)C(CC(C)(C)C)NC(=O)OC(C)(C)C. Reaction SMILES: [C:22]([CH3:23])([CH3:24])([CH3:25])[O:26][C:27](=[O:28])[NH:29][CH:30]([CH2:31][C:32]([CH3:33])([CH3:34])[CH3:35])[C:36](=[O:37])[OH:38].[CH2:8]([Cl:9])[CH2:10][Cl:11].[CH3:1][N:2]1[CH2:3][CH2:4][O:5][CH2:6][CH2:7]1.[CH3:39][O:40][C:41]([CH:42]([NH2:43])[CH2:44][c:45]1[cH:46][n:47][cH:48][cH:49][cH:50]1)=[O:51].[Cl:52][CH2:53][Cl:54].[OH:12][n:13]1[c:14]2[c:15]([cH:16][cH:17][cH:18][cH:19]2)[n:20][n:21]1>>[C:22]([CH3:23])([CH3:24])([CH3:25])[O:26][C:27](=[O:28])[NH:29][CH:30]([CH2:31][C:32]([CH3:33])([CH3:34])[CH3:35])[C:36](=[O:38])[NH:43][CH:42]([C:41]([O:40][CH3:39])=[O:51])[CH2:44][c:45]1[cH:46][n:47][cH:48][cH:49][cH:50]1. Starting materials: N[C@@H](C)C1=NN2C(C(N1C1=CC=CC=C1)=O)=C(C=C2)C ((S)-2-(1-Aminoethyl)-5-methyl-3-phenylpyrrolo[2,1-f][1,2,4]triazin-4(3H)-one), [F-].[Cs+] (cesium fluoride), ClC1=NC=NC=C1C(=O)NC1=CC(=CC=C1)OC (4-chloro-N-(3-methoxyphenyl)pyrimidine-5-carboxamide), CCN(C(C)C)C(C)C (DIEA). Run in C(C)(C)(C)O (tert-butanol). Reaction conditions: temperature 120 celsius. Product: COC=1C=C(C=CC1)NC(=O)C=1C(=NC=NC1)N[C@@H](C)C1=NN2C(C(N1C1=CC=CC=C1)=O)=C(C=C2)C ((S)—N-(3-Methoxyphenyl)-4-((1-(5-methyl-4-oxo-3-phenyl-3,4-dihydropyrrol o[2,1-f][1,2,4]triazin-2-yl)ethyl)amino)pyrimidine-5-carboxamide). Yield: 24.2%. RXN SMILES: [NH2:1][C@H:2]([C:4]1[N:9]([C:10]2[CH:15]=[CH:14][CH:13]=[CH:12][CH:11]=2)[C:8](=[O:16])[C:7]2=[C:17]([CH3:20])[CH:18]=[CH:19][N:6]2[N:5]=1)[CH3:3].Cl[C:22]1[C:27]([C:28]([NH:30][C:31]2[CH:36]=[CH:35][CH:34]=[C:33]([O:37][CH3:38])[CH:32]=2)=[O:29])=[CH:26][N:25]=[CH:24][N:23]=1.CCN(C(C)C)C(C)C.[F-].[Cs+]>C(O)(C)(C)C>[CH3:38][O:37][C:33]1[CH:32]=[C:31]([NH:30][C:28]([C:27]2[C:26]([NH:1][C@H:2]([C:4]3[N:9]([C:10]4[CH:15]=[CH:14][CH:13]=[CH:12][CH:11]=4)[C:8](=[O:16])[C:7]4=[C:17]([CH3:20])[CH:18]=[CH:19][N:6]4[N:5]=3)[CH3:3])=[N:25][CH:24]=[N:23][CH:22]=2)=[O:29])[CH:36]=[CH:35][CH:34]=1 |f:3.4|. Reported procedure: (S)-2-(1-Aminoethyl)-5-methyl-3-phenylpyrrolo[2,1-f][1,2,4]triazin-4(3H)-one (15 mg, 0.06 mmol), 4-chloro-N-(3-methoxyphenyl)pyrimidine-5-carboxamide (14 mg, 0.05 mmol, prepared according to R. Tadiparthi et al PCT Int. Appl. 2007031829, 22 Mar. 2007), DIEA (50 μl, 0.29 mmol) and cesium fluoride (17 mg, 0.11 mmol) were suspended in tert-butanol (2 ml) and the mixture was heated at 120° C. in a sealed tube for 18 h. The solvent was evaporated under reduced pressure and the reaction mixture was di... Reactants: Cc1ccc(NC(=O)c2ccc(CN3CCN(C(=O)OC(C)(C)C)CC3)c(C(F)(F)F)c2)cc1Nc1nccc(-c2cncnc2)n1, ClCCl, [Na+], [OH-], O=C(O)C(F)(F)F. As a reaction SMILES: [C:1]([O:2][C:3](=[O:4])[N:8]1[CH2:9][CH2:10][N:11]([CH2:14][c:15]2[c:16]([C:44]([F:45])([F:46])[F:47])[cH:17][c:18]([C:19](=[O:20])[NH:21][c:22]3[cH:23][c:24]([NH:29][c:30]4[n:31][cH:32][cH:33][c:34](-[c:36]5[cH:37][n:38][cH:39][n:40][cH:41]5)[n:35]4)[c:25]([CH3:28])[cH:26][cH:27]3)[cH:42][cH:43]2)[CH2:12][CH2:13]1)([CH3:5])([CH3:6])[CH3:7].[Cl:57][CH2:58][Cl:59].[Na+:56].[OH-:55].[OH:48][C:49]([C:50]([F:51])([F:52])[F:53])=[O:54]>>[NH:8]1[CH2:9][CH2:10][N:11]([CH2:14][c:15]2[c:16]([C:44]([F:45])([F:46])[F:47])[cH:17][c:18]([C:19](=[O:20])[NH:21][c:22]3[cH:23][c:24]([NH:29][c:30]4[n:31][cH:32][cH:33][c:34](-[c:36]5[cH:37][n:38][cH:39][n:40][cH:41]5)[n:35]4)[c:25]([CH3:28])[cH:26][cH:27]3)[cH:42][cH:43]2)[CH2:12][CH2:13]1. The product is Cc1ccc(NC(=O)c2ccc(CN3CCNCC3)c(C(F)(F)F)c2)cc1Nc1nccc(-c2cncnc2)n1.